This data is from the Open Reaction Database (ORD), a public repository of structured organic reaction records. The task is: describe an organic reaction: reactants, conditions, products, and yield The reactants are CSCC1(NC(=O)OC(C)(C)C)CC1, CO, [Na+], O=C([O-])O, O. Product: CC(C)(C)OC(=O)NC1(CS(C)(=O)=O)CC1. RXN SMILES: [CH3:1][S:2][CH2:3][C:4]1([NH:7][C:8]([O:9][C:10]([CH3:11])([CH3:12])[CH3:13])=[O:14])[CH2:5][CH2:6]1.[CH3:21][OH:22].[Na+:19].[O-:15][C:16]([OH:17])=[O:18].[OH2:20]>>[CH3:1][S:2]([CH2:3][C:4]1([NH:7][C:8]([O:9][C:10]([CH3:11])([CH3:12])[CH3:13])=[O:14])[CH2:5][CH2:6]1)(=[O:15])=[O:20]. Starting materials: OCCBr, O=C([O-])[O-], CCOC(C)=O, [I-], [K+], [K+], O=C(Nc1ccc2c(c1)NCCC2)c1ccc(-c2ccccc2)cc1, [Na+], C1COCCO1. Yields the product O=C(Nc1ccc2c(c1)N(CCO)CCC2)c1ccc(-c2ccccc2)cc1. Reaction SMILES: [Br:34][CH2:35][CH2:36][OH:37].[C:26](=[O:27])([O-:28])[O-:29].[CH3:44][CH2:45][O:46][C:47]([CH3:48])=[O:49].[I-:33].[K+:30].[K+:31].[NH:1]1[CH2:2][CH2:3][CH2:4][c:5]2[cH:6][cH:7][c:8]([NH:11][C:12](=[O:13])[c:14]3[cH:15][cH:16][c:17](-[c:20]4[cH:21][cH:22][cH:23][cH:24][cH:25]4)[cH:18][cH:19]3)[cH:9][c:10]21.[Na+:32].[O:38]1[CH2:39][CH2:40][O:41][CH2:42][CH2:43]1>>[N:1]1([CH2:35][CH2:36][OH:37])[CH2:2][CH2:3][CH2:4][c:5]2[cH:6][cH:7][c:8]([NH:11][C:12](=[O:13])[c:14]3[cH:15][cH:16][c:17](-[c:20]4[cH:21][cH:22][cH:23][cH:24][cH:25]4)[cH:18][cH:19]3)[cH:9][c:10]21. The reactants are C(C)N(CCN1C(C2=CC=CC=C2C1C1=C(C(=O)O)C=CC=C1)=O)CC (2-[2-(2-diethylaminoethyl)isoindolin-1-on-3-yl]benzoic acid), S(O)(O)(=O)=O (sulfuric acid), C(O)([O-])=O.[Na+] (sodium hydrogencarbonate). The solvent is CO (methyl alcohol). The product is C(C)N(CCN1C(C2=CC=CC=C2C1C1=C(C(=O)OC)C=CC=C1)=O)CC (methyl 2-[2-(2-diethylaminoethyl)isoindolin-1-on-3-yl]benzoate). Reaction SMILES: [CH2:1]([N:3]([CH2:25][CH3:26])[CH2:4][CH2:5][N:6]1[CH:14]([C:15]2[CH:23]=[CH:22][CH:21]=[CH:20][C:16]=2[C:17]([OH:19])=[O:18])[C:13]2[C:8](=[CH:9][CH:10]=[CH:11][CH:12]=2)[C:7]1=[O:24])[CH3:2].S(=O)(=O)(O)O.[C:32](=O)([O-])O.[Na+]>CO>[CH2:25]([N:3]([CH2:1][CH3:2])[CH2:4][CH2:5][N:6]1[CH:14]([C:15]2[CH:23]=[CH:22][CH:21]=[CH:20][C:16]=2[C:17]([O:19][CH3:32])=[O:18])[C:13]2[C:8](=[CH:9][CH:10]=[CH:11][CH:12]=2)[C:7]1=[O:24])[CH3:26] |f:2.3|. Procedure: To a solution of 0.53 g of Compound 27 in 5 ml of methyl alcohol was added 0.2 ml of conc. sulfuric acid. After heating at reflux for 2 hours, pH was adjusted to 7 with sodium hydrogencarbonate. The mixture was concentrated under reduced pressure. After 30 ml of water and 30 ml of methylene chloride were added to the residue, pH was adjusted to 12 with 10N-sodium hydroxide solution. After shaking, the aqueous layer was discarded and the organic layer was washed with saturated aqueous sodium chlo... Starting materials: N, Oc1ccc2ccccc2c1. Yields the product Nc1ccc2ccccc2c1. As a reaction SMILES: [NH3:12].[OH:1][c:2]1[cH:3][cH:4][c:5]2[cH:6][cH:7][cH:8][cH:9][c:10]2[cH:11]1>>[c:2]1([NH2:12])[cH:3][cH:4][c:5]2[cH:6][cH:7][cH:8][cH:9][c:10]2[cH:11]1.